From a dataset of the Open Reaction Database (ORD), a public repository of structured organic reaction records. describe an organic reaction: reactants, conditions, products, and yield The reactants are O=C([O-])[O-], CC1(C)OB(c2ccc3occc3c2)OC1(C)C, CCO, COCCOC, CC(C)n1nc(I)c2c(N)ncnc21, [Na+], [Na+], c1ccc(P(c2ccccc2)(c2ccccc2)[Pd](P(c2ccccc2)(c2ccccc2)c2ccccc2)(P(c2ccccc2)(c2ccccc2)c2ccccc2)P(c2ccccc2)(c2ccccc2)c2ccccc2)cc1. Yields the product CC(C)n1nc(-c2ccc3occc3c2)c2c(N)ncnc21. Reaction SMILES: [C:33](=[O:34])([O-:35])[O-:36].[CH3:1][C:2]1([CH3:3])[C:4]([CH3:5])([CH3:6])[O:7][B:8]([c:9]2[cH:10][cH:11][c:12]3[c:13]([cH:14][cH:15][o:16]3)[cH:17]2)[O:18]1.[CH3:39][CH2:40][OH:41].[CH3:42][O:43][CH2:44][CH2:45][O:46][CH3:47].[I:19][c:20]1[n:21][n:22]([CH:30]([CH3:31])[CH3:32])[c:23]2[n:24][cH:25][n:26][c:27]([NH2:29])[c:28]12.[Na+:37].[Na+:38].[cH:48]1[cH:49][cH:50][c:51]([P:52]([Pd:53]([P:54]([c:55]2[cH:56][cH:57][cH:58][cH:59][cH:60]2)([c:61]2[cH:62][cH:63][cH:64][cH:65][cH:66]2)[c:67]2[cH:68][cH:69][cH:70][cH:71][cH:72]2)([P:73]([c:74]2[cH:75][cH:76][cH:77][cH:78][cH:79]2)([c:80]2[cH:81][cH:82][cH:83][cH:84][cH:85]2)[c:86]2[cH:87][cH:88][cH:89][cH:90][cH:91]2)[P:92]([c:93]2[cH:94][cH:95][cH:96][cH:97][cH:98]2)([c:99]2[cH:100][cH:101][cH:102][cH:103][cH:104]2)[c:105]2[cH:106][cH:107][cH:108][cH:109][cH:110]2)([c:111]2[cH:112][cH:113][cH:114][cH:115][cH:116]2)[c:117]2[cH:118][cH:119][cH:120][cH:121][cH:122]2)[cH:123][cH:124]1>>[c:9]1(-[c:20]2[n:21][n:22]([CH:30]([CH3:31])[CH3:32])[c:23]3[n:24][cH:25][n:26][c:27]([NH2:29])[c:28]23)[cH:10][cH:11][c:12]2[c:13]([cH:14][cH:15][o:16]2)[cH:17]1. Starting materials: C=CC1(CCCCCC)CS1, c1ccccc1. Product: CCCCCCC1=CCSC1. RXN SMILES: [S:1]1[CH2:2][C:3]1([CH:4]=[CH2:5])[CH2:6][CH2:7][CH2:8][CH2:9][CH2:10][CH3:11].[cH:12]1[cH:13][cH:14][cH:15][cH:16][cH:17]1>>[S:1]1[CH2:2][C:3]([CH2:6][CH2:7][CH2:8][CH2:9][CH2:10][CH3:11])=[CH:4][CH2:5]1.